From a dataset of the Open Reaction Database (ORD), a public repository of structured organic reaction records. describe an organic reaction: reactants, conditions, products, and yield The reactants are N1(CCC1)C(=O)C=1C=C(C=CC1)NC1=C(C(N(C=2N(C(N(C(C21)=O)C2CC2)=O)C2=C(C=C(C=C2)I)F)C)=O)C (5-((3-(azetidine-1-carbonyl)phenyl)amino)-3-cyclopropyl-1-(2-fluoro-4-iodophenyl)-6,8-dimethylpyrido[2,3-d]pyrimidine-2,4,7(1H,3H,8H)-trione), C[O-].[Na+] (sodium methoxide). The solvent is O1CCCC1 (tetrahydrofuran). Run at time 1 hour. The product is N1(CCC1)C(=O)C=1C=C(C=CC1)N1C(N(C(C=2C1=C(C(N(C2NC2=C(C=C(C=C2)I)F)C)=O)C)=O)C2CC2)=O (1-(3-(azetidine-1-carbonyl)phenyl)-3-cyclopropyl-5-((2-fluoro-4-iodophenyl)amino)-6,8-dimethylpyrido[4,3-d]pyrimidine-2,4,7(1H,3H,6H)-trione). Yield: 82.5%. Reaction SMILES: [N:1]1([C:5]([C:7]2[CH:8]=[C:9]([NH:13][C:14]3[C:23]4[C:22](=[O:24])[N:21]([CH:25]5[CH2:27][CH2:26]5)[C:20](=[O:28])[N:19]([C:29]5[CH:34]=[CH:33][C:32]([I:35])=[CH:31][C:30]=5[F:36])[C:18]=4[N:17]([CH3:37])[C:16](=[O:38])[C:15]=3[CH3:39])[CH:10]=[CH:11][CH:12]=2)=[O:6])[CH2:4][CH2:3][CH2:2]1.C[O-].[Na+]>O1CCCC1>[N:1]1([C:5]([C:7]2[CH:8]=[C:9]([N:13]3[C:14]4=[C:15]([CH3:39])[C:16](=[O:38])[N:17]([CH3:37])[C:18]([NH:19][C:29]5[CH:34]=[CH:33][C:32]([I:35])=[CH:31][C:30]=5[F:36])=[C:23]4[C:22](=[O:24])[N:21]([CH:25]4[CH2:27][CH2:26]4)[C:20]3=[O:28])[CH:10]=[CH:11][CH:12]=2)=[O:6])[CH2:2][CH2:3][CH2:4]1 |f:1.2|. Procedure: 5-((3-(azetidine-1-carbonyl)phenyl)amino)-3-cyclopropyl-1-(2-fluoro-4-iodophenyl)-6,8-dimethylpyrido[2,3-d]pyrimidine-2,4,7(1H,3H,8H)-trione (4b) (0.11 g, 0.17 mmol) was taken in tetrahydrofuran (3 ml) at room temperature, sodium methoxide (25% in MeOH, 371 mg, 1.71 mmol) was added and the reaction mixture was stirred at the same temperature for 1 hr under nitrogen atmosphere. The progress of the reaction was monitored by HPLC. After complete consumption of the substrate, the reaction mixture wa... Reactants: C(#N)C=1C=C(COC2=CC=3C=C4N(C3C=C2)CCC4CC(=O)OC(C)(C)C)C=C(C1)OC(F)(F)F (tert-butyl 2-(7-(3-cyano-5-(trifluoromethoxy)benzyloxy)-2,3-dihydro-1H-pyrrolo[1,2-a]indol-1-yl)acetate), C1(=CC=CC=C1)SC (thioanisole), FC(C(=O)O)(F)F (trifluoroacetic acid). The yield is 42.9%. As a reaction SMILES: [C:1]([C:3]1[CH:4]=[C:5]([CH:28]=[C:29]([O:31][C:32]([F:35])([F:34])[F:33])[CH:30]=1)[CH2:6][O:7][C:8]1[CH:16]=[CH:15][C:14]2[N:13]3[CH2:17][CH2:18][CH:19]([CH2:20][C:21]([O:23]C(C)(C)C)=[O:22])[C:12]3=[CH:11][C:10]=2[CH:9]=1)#[N:2].C1(SC)C=CC=CC=1.FC(F)(F)C(O)=O>ClCCl>[C:1]([C:3]1[CH:4]=[C:5]([CH:28]=[C:29]([O:31][C:32]([F:35])([F:33])[F:34])[CH:30]=1)[CH2:6][O:7][C:8]1[CH:16]=[CH:15][C:14]2[N:13]3[CH2:17][CH2:18][CH:19]([CH2:20][C:21]([OH:23])=[O:22])[C:12]3=[CH:11][C:10]=2[CH:9]=1)#[N:2]. Conditions: temperature 23 celsius, time 3 hour. Run in ClCCl (dichloromethane). Product: C(#N)C=1C=C(COC2=CC=3C=C4N(C3C=C2)CCC4CC(=O)O)C=C(C1)OC(F)(F)F (2-(7-(3-Cyano-5-(trifluoromethoxy)benzyloxy)-2,3-dihydro-1H-pyrrolo[1,2-a]indol-1-yl)acetic Acid). Procedure details: To a solution of tert-butyl 2-(7-(3-cyano-5-(trifluoromethoxy)benzyloxy)-2,3-dihydro-1H-pyrrolo[1,2-a]indol-1-yl)acetate (50 mg, 0.103 mmol) and thioanisole (0.121 mL, 1.028 mmol) in dichloromethane (1 mL) was added trifluoroacetic acid (0.305 mL, 4.11 mmol). The solution was stirred at 23° C. for 3 h. The reaction mixture was concentrated. The residue was triturated with hexanes and purified by HPLC to provide the title compound as a white solid (19 mg). LCMS m/z=431.2 [M+H]+; 1H NMR (400 MHz, ... Starting materials: O=C1C(CN(C2=C(N1)C=CC=C2)C(C(C)(C)C)=O)NC(=O)OCC2=CC=CC=C2 (2-oxo-3-benzyloxycarbonylamino-5-pivaloyl-1,3,4,5-tetrahydro-2H-1,5-benzodiazepine), C(C)OC(CBr)OCC (bromoacetaldehyde diethylacetal). The product is C(C)OC(CN1C(C(CN(C2=C1C=CC=C2)C(C(C)(C)C)=O)NC(=O)OCC2=CC=CC=C2)=O)OCC (1-(2,2-diethoxyethyl)-2-oxo-3-benzyloxycarbonylamino-5-pivaloyl-1,3,4,5-tetrahydro-2H-1,5-benzodiazepine). As a reaction SMILES: [O:1]=[C:2]1[NH:8][C:7]2[CH:9]=[CH:10][CH:11]=[CH:12][C:6]=2[N:5]([C:13](=[O:18])[C:14]([CH3:17])([CH3:16])[CH3:15])[CH2:4][CH:3]1[NH:19][C:20]([O:22][CH2:23][C:24]1[CH:29]=[CH:28][CH:27]=[CH:26][CH:25]=1)=[O:21].[CH2:30]([O:32][CH:33]([O:36][CH2:37][CH3:38])[CH2:34]Br)[CH3:31]>>[CH2:30]([O:32][CH:33]([O:36][CH2:37][CH3:38])[CH2:34][N:8]1[C:7]2[CH:9]=[CH:10][CH:11]=[CH:12][C:6]=2[N:5]([C:13](=[O:18])[C:14]([CH3:17])([CH3:15])[CH3:16])[CH2:4][CH:3]([NH:19][C:20]([O:22][CH2:23][C:24]2[CH:25]=[CH:26][CH:27]=[CH:28][CH:29]=2)=[O:21])[C:2]1=[O:1])[CH3:31]. Procedure details: Step 2 of Example 1 was repeated except that 2-oxo-3-benzyloxycarbonylamino-5-pivaloyl-1,3,4,5-tetrahydro-2H-1,5-benzodiazepine was used instead of 2-oxo-3-tert-butoxycarbonylamino-5-pivaloyl-1,3,4,5-tetrahydro-2H-1,5-benzodiazepine, and that bromoacetaldehyde diethylacetal was used instead of 2-bromo-2′-methylacetophenone, to thereby obtain the title compound. Starting materials: CO, CC(C)(C)[Si](C)(C)Oc1cccc(C#N)c1. Yields the product CC(C)(C)[Si](C)(C)Oc1cccc(CN)c1. Reaction SMILES: [CH3:17][OH:18].[CH3:1][C:2]([CH3:3])([CH3:4])[Si:5]([O:6][c:7]1[cH:8][c:9]([C:10]#[N:11])[cH:12][cH:13][cH:14]1)([CH3:15])[CH3:16]>>[CH3:1][C:2]([CH3:3])([CH3:4])[Si:5]([O:6][c:7]1[cH:8][c:9]([CH2:10][NH2:11])[cH:12][cH:13][cH:14]1)([CH3:15])[CH3:16]. Solvent: C(Cl)Cl (DCM). Isolated yield 76.0%. Reactants: IC=1C=CC(=NC1)NN=CC1=CC(=CC=C1)C(F)(F)F (5-iodo-2-(2-(3-(trifluoromethyl)benzylidene)hydrazinyl)pyridine), CCO (EtOH), C(C)(=O)OI(OC(C)=O)C1=CC=CC=C1 (PhI(OAc)2). RXN SMILES: [I:1][C:2]1[CH:3]=[CH:4][C:5]([NH:8][N:9]=[CH:10][C:11]2[CH:16]=[CH:15][CH:14]=[C:13]([C:17]([F:20])([F:19])[F:18])[CH:12]=2)=[N:6][CH:7]=1.CCO.C(OI(C1C=CC=CC=1)OC(=O)C)(=O)C>C(Cl)Cl>[I:1][C:2]1[CH:3]=[CH:4][C:5]2[N:6]([C:10]([C:11]3[CH:16]=[CH:15][CH:14]=[C:13]([C:17]([F:20])([F:18])[F:19])[CH:12]=3)=[N:9][N:8]=2)[CH:7]=1. Conditions: time 5 hour. Product: IC=1C=CC=2N(C1)C(=NN2)C2=CC(=CC=C2)C(F)(F)F (6-iodo-3-(3-(trifluoromethyl)phenyl)[1,2,4]triazolo[4,3-a]pyridine). Procedure details: To a solution of 5-iodo-2-(2-(3-(trifluoromethyl)benzylidene)hydrazinyl)pyridine (1.60 g, 4.09 mmol) in DCM (10 mL)/EtOH (1 mL), was added PhI(OAc)2 (1.845 g, 5.73 mmol). The mixture was stirred at RT for 5 h, then the solvent was removed in vacuo. The residue was dissolved in DCM and purified on SiO2 column chromatography with 80% 15% MeOH/EA in hexane to afford the title compound (1.21 g, 76% yield) as an off-white solid. MS (ES+, m/z): 390.3 (M++1). Reactants: BrC=1C=CC(=NC1)N1C=NC(=C1)C=O (1-(5-bromopyridin-2-yl)-1H-imidazole-4-carbaldehyde), [BH4-].[Na+] (NaBH4). Run in CO (MeOH). Reaction conditions: time 30 minute. The product is BrC=1C=CC(=NC1)N1C=NC(=C1)CO ((1-(5-bromopyridin-2-yl)-1H-imidazol-4-yl)methanol). Yield: 70.6%. As a reaction SMILES: [Br:1][C:2]1[CH:3]=[CH:4][C:5]([N:8]2[CH:12]=[C:11]([CH:13]=[O:14])[N:10]=[CH:9]2)=[N:6][CH:7]=1.[BH4-].[Na+]>CO>[Br:1][C:2]1[CH:3]=[CH:4][C:5]([N:8]2[CH:12]=[C:11]([CH2:13][OH:14])[N:10]=[CH:9]2)=[N:6][CH:7]=1 |f:1.2|. Procedure: To a suspension of 1-(5-bromopyridin-2-yl)-1H-imidazole-4-carbaldehyde (730 mg, 2.90 mmol) in MeOH (10 mL) at room temperature was added NaBH4 (134 mg, 3.53 mmol). The mixture was stirred for 30 min, during which time the suspension became clear. The solvent was removed in vacuo. The residue was partitioned between H2O and EtOAc. The organic phase was separated, washed with 5% NaHCO3, dried over Na2SO4, concentrated in vacuo to give (1-(5-bromopyridin-2-yl)-1H-imidazol-4-yl)methanol as a solid (... The reactants are O=C([O-])[O-], CCOC(=O)C(C)(Oc1ccc(OC(F)(F)F)cc1)C(O)c1ccc(OCc2ccccc2)cc1, CC[SiH](CC)CC, ClCCl, [Na+], [Na+]. Product: CCOC(=O)C(C)(Cc1ccc(OCc2ccccc2)cc1)Oc1ccc(OC(F)(F)F)cc1. RXN SMILES: [C:43](=[O:44])([O-:45])[O-:46].[CH2:1]([CH3:2])[O:3][C:4]([C:5]([CH:6]([OH:7])[c:8]1[cH:9][cH:10][c:11]([O:14][CH2:15][c:16]2[cH:17][cH:18][cH:19][cH:20][cH:21]2)[cH:12][cH:13]1)([CH3:22])[O:23][c:24]1[cH:25][cH:26][c:27]([O:30][C:31]([F:32])([F:33])[F:34])[cH:28][cH:29]1)=[O:35].[CH2:36]([SiH:37]([CH2:38][CH3:39])[CH2:40][CH3:41])[CH3:42].[Cl:49][CH2:50][Cl:51].[Na+:47].[Na+:48]>>[CH2:1]([CH3:2])[O:3][C:4]([C:5]([CH2:6][c:8]1[cH:9][cH:10][c:11]([O:14][CH2:15][c:16]2[cH:17][cH:18][cH:19][cH:20][cH:21]2)[cH:12][cH:13]1)([CH3:22])[O:23][c:24]1[cH:25][cH:26][c:27]([O:30][C:31]([F:32])([F:33])[F:34])[cH:28][cH:29]1)=[O:35].